Dataset: the Open Reaction Database (ORD), a public repository of structured organic reaction records. Task: describe an organic reaction: reactants, conditions, products, and yield Starting materials: BrCCC=C (4-bromo-1-butene), FC1=CC=C(C=C1)O (4-fluorophenol), C([O-])([O-])=O.[K+].[K+] (potassium carbonate). The solvent is CC(=O)C (acetone). Product: FC1=CC=C(OCCC=C)C=C1 (4-(4-fluorophenoxy)-1-butene). Isolated yield 36.0%. RXN SMILES: Br[CH2:2][CH2:3][CH:4]=[CH2:5].[F:6][C:7]1[CH:12]=[CH:11][C:10]([OH:13])=[CH:9][CH:8]=1.C(=O)([O-])[O-].[K+].[K+]>CC(C)=O>[F:6][C:7]1[CH:12]=[CH:11][C:10]([O:13][CH2:5][CH2:4][CH:3]=[CH2:2])=[CH:9][CH:8]=1 |f:2.3.4|. Procedure: A solution of 4-bromo-1-butene (4.0 g), 4-fluorophenol (3.0 g), potassium carbonate (3.8 g) and acetone (75 ml) was heated at reflux over 16 hours. The mixture was then concentrated in vacuo, dluted with ether, washed with water followed by 1N sodium hydroxide, dried over sodium sulfate, filtered, and concentrated in vacuo. Chromatography on a silica gel column eluting with 25% ethyl acetate-hexane afforded 1.6 g of a colorless oil. Starting materials: ClC=1N=[N+](C2=C(N1)C=C1C(=C2)CCO1)[O-] (3-Chloro-7,8-dihydrofuro[2,3-g][1,2,4]benzotriazine 1-Oxide), CN(CCN)C (N1,N1-dimethylethane-1,2-diamine). The solvent is COCCOC (DME). The product is CN(CCNC=1N=[N+](C2=C(N1)C=C1C(=C2)CCO1)[O-])C (N1,N1-Dimethyl-N2-(1-oxido-7,8-dihydrofuro[2,3-g][1,2,4]benzotriazin-3-yl)-1,2-ethanediamine). Isolated yield 87.2%. Reaction SMILES: Cl[C:2]1[N:3]=[N+:4]([O-:15])[C:5]2[CH:11]=[C:10]3[CH2:12][CH2:13][O:14][C:9]3=[CH:8][C:6]=2[N:7]=1.[CH3:16][N:17]([CH3:21])[CH2:18][CH2:19][NH2:20]>COCCOC>[CH3:16][N:17]([CH3:21])[CH2:18][CH2:19][NH:20][C:2]1[N:3]=[N+:4]([O-:15])[C:5]2[CH:11]=[C:10]3[CH2:12][CH2:13][O:14][C:9]3=[CH:8][C:6]=2[N:7]=1. Procedure details: A solution of chloride 206 (100 mg, 0.45 mmol) and N1,N1-dimethylethane-1,2-diamine (0.2 mL, 1.8 mmol) in DME (10 mL) was stirred at reflux temperature for 1 h, the solvent evaporated and the residue purified by chromatography, eluting with a gradient (5-8%) of MeOH/DCM to give the 1-oxide 207 (108 mg, 88%) as a yellow solid, mp 163-165° C.; 1H NMR δ 8.09 (t, J=1.4 Hz, 1H, H-9), 6.79 (s, 1H, H-5), 5.83 (br s, 1H, NH), 4.72 (t, J=8.3 Hz, 2H, H-7), 3.52-3.56 (m, 2H, CH2N), 3.31 (dt, J=8.3, 1.4 Hz,... The reactants are OCC1CNCC1 (3-hydroxymethyl-pyrrolidine), BrCCC1=CC2=CC=C(C=C2C=C1)OC (2-(2-bromoethyl)-6-methoxy-naphthalene). Reaction conditions: temperature 120 celsius. The product is OCC1CN(CC1)CCC1=CC2=CC=C(C=C2C=C1)OC (3-Hydroxymethyl-N-[2-(6-methoxy-naphth-2-yl)-ethyl]-pyrrolidine). RXN SMILES: [OH:1][CH2:2][CH:3]1[CH2:7][CH2:6][NH:5][CH2:4]1.Br[CH2:9][CH2:10][C:11]1[CH:20]=[CH:19][C:18]2[C:13](=[CH:14][CH:15]=[C:16]([O:21][CH3:22])[CH:17]=2)[CH:12]=1>>[OH:1][CH2:2][CH:3]1[CH2:7][CH2:6][N:5]([CH2:9][CH2:10][C:11]2[CH:20]=[CH:19][C:18]3[C:13](=[CH:14][CH:15]=[C:16]([O:21][CH3:22])[CH:17]=3)[CH:12]=2)[CH2:4]1. Procedure details: A mixture of 3.6 g (29.4 mmol) of 3-hydroxymethyl-pyrrolidine and 4.7 g (14.7 mmol) of 2-(2-bromoethyl)-6-methoxy-naphthalene is heated to 120° C. for 2 hours. The reaction mixture is purified over 200 g of silica gel (0.063-0.2 mm) with methylene chloride and then with increasing amounts of ethanol (up to 5%). The solvent is C(Cl)Cl (methylene chloride), C(Cl)Cl (methylene chloride). Reactants: stannic chloride, [OH-].[NH4+] (ammonium hydroxide), N1=CC(=CC=C1)N1C=CC2=CC=CC=C12 (N-(3-pyridyl)-indole), [Cl-].C(C)OC(CCCC(=O)O)=O (glutaric acid monoethyl ester chloride). The product is O=C(CCCC(=O)OCC)C1=CN(C2=CC=CC=C12)C=1C=NC=CC1 (3-(1-oxo-4-ethoxycarbonylbutyl)-N-(3-pyridyl)indole). Run at time 8 hour. Procedure details: To a mixture of 10.0 g of N-(3-pyridyl)-indole (J. Chem. Soc. (C), 85, 1970) and 13.8 g of glutaric acid monoethyl ester chloride in 90 ml of methylene chloride is added dropwise over a period of 3 hours a solution of 20.1 g of stannic chloride in 60 ml of methylene chloride. The reaction mixture is stirred at room temperative overnight. The reaction mixture is cooled to 10°-15° and 150 ml of 14% aqueous ammonium hydroxide is added. The organic layer is separated, washed with water and dried ove... RXN SMILES: [N:1]1[CH:6]=[CH:5][CH:4]=[C:3]([N:7]2[C:15]3[C:10](=[CH:11][CH:12]=[CH:13][CH:14]=3)[CH:9]=[CH:8]2)[CH:2]=1.[Cl-].[CH2:17]([O:19][C:20](=[O:27])[CH2:21][CH2:22][CH2:23][C:24](O)=[O:25])[CH3:18].[OH-].[NH4+]>C(Cl)Cl>[O:25]=[C:24]([C:9]1[C:10]2[C:15](=[CH:14][CH:13]=[CH:12][CH:11]=2)[N:7]([C:3]2[CH:2]=[N:1][CH:6]=[CH:5][CH:4]=2)[CH:8]=1)[CH2:23][CH2:22][CH2:21][C:20]([O:19][CH2:17][CH3:18])=[O:27] |f:1.2,3.4|. Reactants: CCOC(=O)C1(Cc2ccccc2)NC(=O)C(CC(C)C)N(OCc2ccccc2)C1=O, CCOC(C)=O, CCO, Cl, [Na+], [OH-], O. The product is CC(C)CC1C(=O)NC(Cc2ccccc2)(C(=O)O)C(=O)N1OCc1ccccc1. Reaction SMILES: [CH2:3]([c:4]1[cH:5][cH:6][cH:7][cH:8][cH:9]1)[C:10]1([C:30](=[O:31])[O:32][CH2:33][CH3:34])[C:11](=[O:29])[N:12]([O:21][CH2:22][c:23]2[cH:24][cH:25][cH:26][cH:27][cH:28]2)[CH:13]([CH2:17][CH:18]([CH3:19])[CH3:20])[C:14](=[O:16])[NH:15]1.[CH3:36][CH2:37][O:38][C:39](=[O:40])[CH3:41].[CH3:42][CH2:43][OH:44].[ClH:35].[Na+:2].[OH-:1].[OH2:45]>>[CH2:3]([c:4]1[cH:5][cH:6][cH:7][cH:8][cH:9]1)[C:10]1([C:30](=[O:31])[OH:32])[C:11](=[O:29])[N:12]([O:21][CH2:22][c:23]2[cH:24][cH:25][cH:26][cH:27][cH:28]2)[CH:13]([CH2:17][CH:18]([CH3:19])[CH3:20])[C:14](=[O:16])[NH:15]1. The reactants are C(C)(C)C=1NC2=CC(=CC=C2C1C=O)[N+](=O)[O-] (2-isopropyl-6-nitro-1H-indole-3-carbaldehyde), C(C)(C)C=1NC2=CC(=CC=C2C1C=O)[N+](=O)[O-] (2-isopropyl-6-nitro-1H-indole-3-carbaldehyde), C(C1=CC=CC=C1)Br (benzyl bromide), C(=O)([O-])[O-].[K+].[K+] (K2CO3). Run in CN(C)C=O (DMF), CCOC(=O)C (EtOAc). Run at time 16 hour. The product is C(C1=CC=CC=C1)N1C(=C(C2=CC=C(C=C12)[N+](=O)[O-])C=O)C(C)C (1-Benzyl-2-isopropyl-6-nitro-1H-indole-3-carbaldehyde). RXN SMILES: [CH:1]([C:4]1[NH:5][C:6]2[C:11]([C:12]=1[CH:13]=[O:14])=[CH:10][CH:9]=[C:8]([N+:15]([O-:17])=[O:16])[CH:7]=2)([CH3:3])[CH3:2].[CH2:18](Br)[C:19]1[CH:24]=[CH:23][CH:22]=[CH:21][CH:20]=1.C([O-])([O-])=O.[K+].[K+]>CN(C=O)C.CCOC(C)=O>[CH2:18]([N:5]1[C:6]2[C:11](=[CH:10][CH:9]=[C:8]([N+:15]([O-:17])=[O:16])[CH:7]=2)[C:12]([CH:13]=[O:14])=[C:4]1[CH:1]([CH3:3])[CH3:2])[C:19]1[CH:24]=[CH:23][CH:22]=[CH:21][CH:20]=1 |f:2.3.4|. Reported procedure: To a solution of 2-isopropyl-6-nitro-1H-indole-3-carbaldehyde (Compound 121, 244 mg, 1.05 mmol) in DMF (10 ml) was added benzyl bromide (0.62 ml, 5.26 mmol) and K2CO3 (726 mg, 5.26 mmol). The reaction was stirred at room temperature for 16 h, diluted with EtOAc, washed with H2O and brine, dried over Na2SO4, and concentrated in vacuo. The residue was purified by chromatography on silica gel (0→50% EtOAc-hexanes) to yield the title compound. Starting materials: BrC=1C=C(C=C(C1)OC)O (3-Bromo-5-methoxyphenol), CC(C)OC(=O)/N=N/C(=O)OC(C)C (DIAD), C1(=CC=CC=C1)P(C1=CC=CC=C1)C1=CC=CC=C1 (triphenylphosphine), C(C)(C)(C)OC(=O)N1CCC(CC1)O (4-Hydroxy-piperidine-1-carboxylic acid tert-butyl ester). Solvent: CCOC(=O)C (EtOAc), C1CCOC1 (THF), C1CCOC1 (THF). Reaction conditions: temperature 0 celsius. The product is BrC=1C=C(OC2CCN(CC2)C(=O)OC(C)(C)C)C=C(C1)OC (tert-butyl 4-(3-bromo-5-methoxyphenoxy)piperidine-1-carboxylate). RXN SMILES: [Br:1][C:2]1[CH:3]=[C:4](O)[CH:5]=[C:6]([O:8][CH3:9])[CH:7]=1.C1(P(C2C=CC=CC=2)C2C=CC=CC=2)C=CC=CC=1.[C:30]([O:34][C:35]([N:37]1[CH2:42][CH2:41][CH:40]([OH:43])[CH2:39][CH2:38]1)=[O:36])([CH3:33])([CH3:32])[CH3:31].CC(OC(/N=N/C(OC(C)C)=O)=O)C>CCOC(C)=O.C1COCC1>[Br:1][C:2]1[CH:3]=[C:4]([CH:5]=[C:6]([O:8][CH3:9])[CH:7]=1)[O:43][CH:40]1[CH2:41][CH2:42][N:37]([C:35]([O:34][C:30]([CH3:33])([CH3:31])[CH3:32])=[O:36])[CH2:38][CH2:39]1. Procedure details: 3-Bromo-5-methoxyphenol (0.18 g, 0.89 mmol) and triphenylphosphine (0.284, 1.07 mmol) were taken into THF (5 mL) and the resulting mixture cooled to 0° C. 4-Hydroxy-piperidine-1-carboxylic acid tert-butyl ester (0.18 g, 0.89 mmol), and DIAD (0.207 mL, 1.07 mmol) were taken up into THF (5 mL) and added slowly to the mixture, which was then stirred at room temperature over night. The resulting mixture was taken into EtOAc and washed with saturated NaHCO3 and brine. The solvent was dried over sodiu... Starting materials: S(O)(O)(=O)=O (sulfuric acid), COC1=C(CNCC(C2=CC(=C(C=C2F)OC)OC)O)C=CC=C1OC (α-[[(2,3-dimethoxybenzyl)amino]methyl]-6-fluoro-3,4-dimethoxybenzyl alcohol), C(C)(=O)[O-].[Na+] (sodium acetate). Solvent: FC(C(=O)O)(F)F (trifluoroacetic acid). Yields the product FC1=CC(=C(C=C1C1CNCC2=C(C(=CC=C12)OC)OC)OC)OC (4-(6-fluoro-3,4-dimethoxyphenyl)-7,8-dimethoxy-1,2,3,4-tetrahydroisoquinoline). Yield: 98.9%. As a reaction SMILES: [CH3:1][O:2][C:3]1[C:24]([O:25][CH3:26])=[CH:23][CH:22]=[CH:21][C:4]=1[CH2:5][NH:6][CH2:7][CH:8](O)[C:9]1[C:14]([F:15])=[CH:13][C:12]([O:16][CH3:17])=[C:11]([O:18][CH3:19])[CH:10]=1.S(=O)(=O)(O)O.C([O-])(=O)C.[Na+]>FC(F)(F)C(O)=O>[F:15][C:14]1[C:9]([CH:8]2[C:21]3[C:4](=[C:3]([O:2][CH3:1])[C:24]([O:25][CH3:26])=[CH:23][CH:22]=3)[CH2:5][NH:6][CH2:7]2)=[CH:10][C:11]([O:18][CH3:19])=[C:12]([O:16][CH3:17])[CH:13]=1 |f:2.3|. Reported procedure: α-[[(2,3-dimethoxybenzyl)amino]methyl]-6-fluoro-3,4-dimethoxybenzyl alcohol (1.0 g) was dissolved in 7 ml of trifluoroacetic acid, and after adding thereto under ice cooling, conc. sulfuric acid (0.25 ml), the mixture was stirred for 40 minutes. 0.72 g of sodium acetate was added to the reaction mixture, and the mixture was concentrated. To the residue was added chloroform and water, and the mixture was basified by addition of conc. aqueous ammonia under ice cooling. After separating procedure, ... The reactants are BrC=1C=CC(=NC1)C#N (5-bromopicolinonitrile), C1(CCCCC1)P(C1=C(C=CC=C1)C1=C(C=C(C=C1C(C)C)C(C)C)C(C)C)C1CCCCC1 (2-dicyclohexylphosphino-2′,4′,6′-triisopropylbiphenyl), [O-]P(=O)([O-])[O-].[K+].[K+].[K+] (K3PO4), N1CCCCC1 (piperidine). The reagents and catalysts are C=1C=CC(=CC1)/C=C/C(=O)/C=C/C2=CC=CC=C2.C=1C=CC(=CC1)/C=C/C(=O)/C=C/C2=CC=CC=C2.C=1C=CC(=CC1)/C=C/C(=O)/C=C/C2=CC=CC=C2.[Pd].[Pd] (Pd2 dba3). The solvent is COCCOC (DME). Conditions: temperature 80 celsius. Yields the product N1(CCCCC1)C=1C=CC(=NC1)C#N (5-(piperidin-1-yl)picolinonitrile). Reaction SMILES: Br[C:2]1[CH:3]=[CH:4][C:5]([C:8]#[N:9])=[N:6][CH:7]=1.C1(P(C2CCCCC2)C2C=CC=CC=2C2C(C(C)C)=CC(C(C)C)=CC=2C(C)C)CCCCC1.[O-]P([O-])([O-])=O.[K+].[K+].[K+].[NH:52]1[CH2:57][CH2:56][CH2:55][CH2:54][CH2:53]1>COCCOC.C1C=CC(/C=C/C(/C=C/C2C=CC=CC=2)=O)=CC=1.C1C=CC(/C=C/C(/C=C/C2C=CC=CC=2)=O)=CC=1.C1C=CC(/C=C/C(/C=C/C2C=CC=CC=2)=O)=CC=1.[Pd].[Pd]>[N:52]1([C:2]2[CH:3]=[CH:4][C:5]([C:8]#[N:9])=[N:6][CH:7]=2)[CH2:57][CH2:56][CH2:55][CH2:54][CH2:53]1 |f:2.3.4.5,8.9.10.11.12|. Procedure: A solution of 500 mg (2.73 mmol) 5-bromopicolinonitrile, 63 mg (0.07 mmol) Pd2 dba3 and 130 mg (0.27 mmol) 2-dicyclohexylphosphino-2′,4′,6′-triisopropylbiphenyl in 20 ml DME was stirred and degassed with N2 for 10 min. 1.45 g (6.83 mmol) K3PO4 and 297 μl (3.0 mmol) piperidine were added. The mixture was heated at 80° C. under N2 over night. The mixture was cooled to r.t. and filtered through a plug of SiO2 with CH2Cl2/MeOH 9:1. The filtrate was concentrated and purified by flash chromatography (...